From a dataset of the Open Reaction Database (ORD), a public repository of structured organic reaction records. describe an organic reaction: reactants, conditions, products, and yield The reactants are CC(=O)OC(C)=O, COc1ccc(C=O)c(Cl)c1O, c1ccncc1. Yields the product COc1ccc(C=O)c(Cl)c1OC(C)=O. As a reaction SMILES: [CH3:13][C:14](=[O:15])[O:16][C:17](=[O:18])[CH3:19].[Cl:1][c:2]1[c:3]([CH:4]=[O:5])[cH:6][cH:7][c:8]([O:11][CH3:12])[c:9]1[OH:10].[cH:20]1[cH:21][cH:22][n:23][cH:24][cH:25]1>>[Cl:1][c:2]1[c:3]([CH:4]=[O:5])[cH:6][cH:7][c:8]([O:11][CH3:12])[c:9]1[O:10][C:14]([CH3:13])=[O:15]. Reactants: B, CC(=O)Nc1ccc(OC(C)=O)c(C(=O)Nc2cccc3[nH]ccc23)c1, CO, [Na]. Product: CC(=O)Nc1ccc(O)c(C(=O)Nc2cccc3[nH]ccc23)c1. RXN SMILES: [BH3:1].[C:3]([CH3:4])(=[O:5])[NH:6][c:7]1[cH:8][cH:9][c:10]([O:25][C:26](=[O:27])[CH3:28])[c:11]([C:12](=[O:13])[NH:14][c:15]2[c:16]3[cH:17][cH:18][nH:19][c:20]3[cH:21][cH:22][cH:23]2)[cH:24]1.[CH3:29][OH:30].[Na:2]>>[C:3]([CH3:4])(=[O:5])[NH:6][c:7]1[cH:8][cH:9][c:10]([OH:25])[c:11]([C:12](=[O:13])[NH:14][c:15]2[c:16]3[cH:17][cH:18][nH:19][c:20]3[cH:21][cH:22][cH:23]2)[cH:24]1.